This data is from the Open Reaction Database (ORD), a public repository of structured organic reaction records. The task is: describe an organic reaction: reactants, conditions, products, and yield Starting materials: FC1=CC=C(C=C1)C1=NC=2C(=NC=CC2)N1CC(=O)O (2-(4-fluorophenyl)-3H-imidazo[4,5-b]pyridine-3-acetic acid), C(=O)(N1C=NC=C1)N1C=NC=C1 (1,1'-carbonyldiimidazole), N (ammonia). Run in O1CCCC1 (tetrahydrofuran). Conditions: time 8 hour. Yields the product O.FC1=CC=C(C=C1)C1=NC=2C(=NC=CC2)N1CC(=O)N (2-(4-Fluorophenyl)-3H-imidazo[4,5-b]pyridine-3-acetamide hydrate). Isolated yield 63.5%. RXN SMILES: [F:1][C:2]1[CH:7]=[CH:6][C:5]([C:8]2[N:16]([CH2:17][C:18]([OH:20])=[O:19])[C:11]3=[N:12][CH:13]=[CH:14][CH:15]=[C:10]3[N:9]=2)=[CH:4][CH:3]=1.C(N1C=CN=C1)([N:23]1C=CN=C1)=O.N>O1CCCC1>[OH2:19].[F:1][C:2]1[CH:3]=[CH:4][C:5]([C:8]2[N:16]([CH2:17][C:18]([NH2:23])=[O:20])[C:11]3=[N:12][CH:13]=[CH:14][CH:15]=[C:10]3[N:9]=2)=[CH:6][CH:7]=1 |f:4.5|. Procedure details: A mixture of 2-(4-fluorophenyl)-3H-imidazo[4,5-b]pyridine-3-acetic acid (4.49 g, 0.0166 mole) and 1,1'-carbonyldiimidazole (2.69 g, 0.0166 mole) was stirred at room temperature in dry tetrahydrofuran (100 ml) for 2.5 hours with a stream of nitrogen bubbling through it. The reaction mixture was cooled in a dry ice/acetone bath and liquid ammonia (50 ml) was added. The mixture was allowed to warm to room temperature and was stirred overnight under nitrogen. The solvents were removed under reduced ... Starting materials: CC1CN(CCC2=C1C=C1C(=C2)OCCN1)C(=O)OC(C)(C)C (t-butyl 6-methyl-3,4,6,7,9,10-hexahydro[1,4]oxazino[2,3-h][3]benzazepine-8(2H)-carboxylate), BrN1C(CCC1=O)=O (N-bromosuccinimide), resulting compound, C1(CC1)OB(O)O (cyclopropylboric acid), P(=O)([O-])([O-])[O-].[K+].[K+].[K+] (potassium phosphate), C1(CCCCC1)P(C1CCCCC1)C1CCCCC1 (tricyclohexylphosphine). Reagents/catalysts: C(C)(=O)[O-].[Pd+2].C(C)(=O)[O-] (palladium(II) acetate). The solvent is ClCCl (dichloromethane), O (water), C1(=CC=CC=C1)C (toluene). Conditions: time 30 minute. Yields the product C1(CC1)C1=C2C(=CC=3CCN(CC(C31)C)C(=O)OC(C)(C)C)OCCN2 (t-butyl 5-cyclopropyl-6-methyl-3,4,6,7,9,10-hexahydro[1,4]oxazino[2,3-h][3]benzazepine-8(2H)-carboxylate). Yield: 47.8%. RXN SMILES: [CH3:1][CH:2]1[C:8]2[CH:9]=[C:10]3[NH:16][CH2:15][CH2:14][O:13][C:11]3=[CH:12][C:7]=2[CH2:6][CH2:5][N:4]([C:17]([O:19][C:20]([CH3:23])([CH3:22])[CH3:21])=[O:18])[CH2:3]1.BrN1[C:29](=O)[CH2:28][CH2:27]C1=O.C1(OB(O)O)CC1.P([O-])([O-])([O-])=O.[K+].[K+].[K+].C1(P(C2CCCCC2)C2CCCCC2)CCCCC1>ClCCl.C([O-])(=O)C.[Pd+2].C([O-])(=O)C.O.C1(C)C=CC=CC=1>[CH:27]1([C:9]2[C:8]3[CH:2]([CH3:1])[CH2:3][N:4]([C:17]([O:19][C:20]([CH3:22])([CH3:21])[CH3:23])=[O:18])[CH2:5][CH2:6][C:7]=3[CH:12]=[C:11]3[O:13][CH2:14][CH2:15][NH:16][C:10]=23)[CH2:28][CH2:29]1 |f:3.4.5.6,9.10.11|. Reported procedure: To a solution of 704 mg of t-butyl 6-methyl-3,4,6,7,9,10-hexahydro[1,4]oxazino[2,3-h][3]benzazepine-8(2H)-carboxylate in 15 ml of dichloromethane was added portionwise 438 mg of N-bromosuccinimide under ice-cooling, followed by stirring for 30 minutes. The reaction mixture was concentrated under reduced pressure and the residue was purified by silica gel chromatography (elution solvent: HEX-EtOAc) to obtain 446 mg of a pale yellow foamed substance. To a mixture of 445 mg of the resulting compoun... The reactants are O=C(O)c1cc2c(Br)cccc2[nH]1, O=C([O-])[O-], CCCO, COc1ccc(B(O)O)cc1, CCOC(C)=O, Cl, [Na+], [Na+]. Yields the product COc1ccc(-c2cccc3[nH]c(C(=O)O)cc23)cc1. Reaction SMILES: [Br:1][c:2]1[c:3]2[cH:4][c:5]([C:11](=[O:12])[OH:13])[nH:6][c:7]2[cH:8][cH:9][cH:10]1.[C:25](=[O:26])([O-:27])[O-:28].[CH2:32]([OH:33])[CH2:34][CH3:35].[CH3:14][O:15][c:16]1[cH:17][cH:18][c:19]([B:22]([OH:23])[OH:24])[cH:20][cH:21]1.[CH3:36][CH2:37][O:38][C:39](=[O:40])[CH3:41].[ClH:31].[Na+:29].[Na+:30]>>[c:2]1(-[c:19]2[cH:18][cH:17][c:16]([O:15][CH3:14])[cH:21][cH:20]2)[c:3]2[cH:4][c:5]([C:11](=[O:12])[OH:13])[nH:6][c:7]2[cH:8][cH:9][cH:10]1. Starting materials: C=O, CCOC(C)=O, CC(C)NCC1(c2ccc(OCCCN3CCCC3)cc2)CCOCC1, O=CO, O. Product: CC(C)N(C)CC1(c2ccc(OCCCN3CCCC3)cc2)CCOCC1. RXN SMILES: [CH2:27]=[O:28].[CH3:33][CH2:34][O:35][C:36](=[O:37])[CH3:38].[CH:1]([CH3:2])([CH3:3])[NH:4][CH2:5][C:6]1([c:12]2[cH:13][cH:14][c:15]([O:18][CH2:19][CH2:20][CH2:21][N:22]3[CH2:23][CH2:24][CH2:25][CH2:26]3)[cH:16][cH:17]2)[CH2:7][CH2:8][O:9][CH2:10][CH2:11]1.[CH:29]([OH:30])=[O:31].[OH2:32]>>[CH:1]([CH3:2])([CH3:3])[N:4]([CH2:5][C:6]1([c:12]2[cH:13][cH:14][c:15]([O:18][CH2:19][CH2:20][CH2:21][N:22]3[CH2:23][CH2:24][CH2:25][CH2:26]3)[cH:16][cH:17]2)[CH2:7][CH2:8][O:9][CH2:10][CH2:11]1)[CH3:29]. The reactants are FC1=CC=C(C=C1)C(C(=O)OCC)C1=CC=C(C=C1)F (ethyl 2,2-bis(4-fluorophenyl)acetate), C[Si](C)(C)[N-][Si](C)(C)C.[Li+] (lithium bis(trimethylsilyl)amide), BrCC#N (bromoacetonitrile). Run in O1CCCC1 (tetrahydrofuran), O1CCCC1 (tetrahydrofuran). Run at temperature -78 celsius, time 1 hour. Product: C(#N)CC(C(=O)OCC)(C1=CC=C(C=C1)F)C1=CC=C(C=C1)F (ethyl 3-cyano-2,2-bis(4-fluorophenyl)propanoate). RXN SMILES: [F:1][C:2]1[CH:7]=[CH:6][C:5]([CH:8]([C:14]2[CH:19]=[CH:18][C:17]([F:20])=[CH:16][CH:15]=2)[C:9]([O:11][CH2:12][CH3:13])=[O:10])=[CH:4][CH:3]=1.C[Si]([N-][Si](C)(C)C)(C)C.[Li+].Br[CH2:32][C:33]#[N:34]>O1CCCC1>[C:33]([CH2:32][C:8]([C:14]1[CH:15]=[CH:16][C:17]([F:20])=[CH:18][CH:19]=1)([C:5]1[CH:4]=[CH:3][C:2]([F:1])=[CH:7][CH:6]=1)[C:9]([O:11][CH2:12][CH3:13])=[O:10])#[N:34] |f:1.2|. Procedure: To a solution of ethyl 2,2-bis(4-fluorophenyl)acetate (0.28 g, 1.00 mmol) in dry tetrahydrofuran at −78° C. was added lithium bis(trimethylsilyl)amide (1.0 M in hexane) (1.00 mL, 1.00 mmol) dropwise via syringe under nitrogen. The reaction was brought to 0° C. and stirred for one hour. The reaction was re-cooled to −78° C. and then bromoacetonitrile (0.69 mL, 1.00 mmol) was added as a solution in tetrahydrofuran (10 mL). The reaction was stirred for 2 hours while the temperature was allowed to r... RXN SMILES: [CH2:1]([O:5][C:6]1[N:14]=[C:13]2[C:9]([N:10]=[C:11]([O:25]C)[N:12]2[CH2:15][CH2:16][CH2:17][CH2:18][CH:19]2[CH2:24][CH2:23][NH:22][CH2:21][CH2:20]2)=[C:8]([NH2:27])[N:7]=1)[CH2:2][CH2:3][CH3:4].Br[CH2:29][CH2:30][CH:31]([CH3:33])[CH3:32]>>[NH2:27][C:8]1[N:7]=[C:6]([O:5][CH2:1][CH2:2][CH2:3][CH3:4])[N:14]=[C:13]2[C:9]=1[NH:10][C:11](=[O:25])[N:12]2[CH2:15][CH2:16][CH2:17][CH2:18][CH:19]1[CH2:20][CH2:21][N:22]([CH2:29][CH2:30][CH:31]([CH3:33])[CH3:32])[CH2:23][CH2:24]1. Reported procedure: Prepared similarly to Example 82 from 2-(butyloxy)-8-(methyloxy)-9-[4-(4-piperidinyl)butyl]-9H-purin-6-amine and 1-bromo-3-methylbutane. Product: NC1=C2NC(N(C2=NC(=N1)OCCCC)CCCCC1CCN(CC1)CCC(C)C)=O (6-Amino-2-(butyloxy)-9-{4-[1-(3-methylbutyl)-4-piperidinyl]butyl}-7,9-dihydro-8H-purin-8-one). Starting materials: C(CCC)OC1=NC(=C2N=C(N(C2=N1)CCCCC1CCNCC1)OC)N (2-(butyloxy)-8-(methyloxy)-9-[4-(4-piperidinyl)butyl]-9H-purin-6-amine), BrCCC(C)C (1-bromo-3-methylbutane). Reactants: Cl.ClC=1C=C(C=CC1Cl)NN (3,4-Dichlorophenyl hydrazine HCl), NC(=CC#N)C (3-amino-2-butene nitrile). Yields the product NC1=CC(=NN1C1=CC(=C(C=C1)Cl)Cl)C (5-Amino-3-methyl-1-(3,4-dichlorophenyl) pyrazole). As a reaction SMILES: Cl.[Cl:2][C:3]1[CH:4]=[C:5]([NH:10][NH2:11])[CH:6]=[CH:7][C:8]=1[Cl:9].N[C:13]([CH3:17])=[CH:14][C:15]#[N:16]>>[NH2:16][C:15]1[N:10]([C:5]2[CH:6]=[CH:7][C:8]([Cl:9])=[C:3]([Cl:2])[CH:4]=2)[N:11]=[C:13]([CH3:17])[CH:14]=1 |f:0.1|. Procedure: 3,4-Dichlorophenyl hydrazine HCl (50.0 g.) was reacted with 3-amino-2-butene nitrile (18.31 g.) as described in Example XLIII to give 18.7 g. product, mp 110°-112°. Starting materials: C(C(=O)OCC)(=O)OCC (diethyl oxalate), C(Cl)(Cl)Cl (chloroform), C(C)(=O)C=1C=C2C(NC(=NC2=CC1O)C(=O)OCC)=O (Ethyl 6-acetyl-3,4-dihydro-7-hydroxy-4-oxo-quinazoline-2-carboxylate), [O-]CC.[Na+] (sodium ethoxide). The solvent is Cl (hydrochloric acid), Cl (hydrogen chloride), C(C)O (ethanol), C(C)O (ethanol), O (water). Product: O=C1NC(=NC2=CC3=C(C=C12)C(C=C(O3)C(=O)OCC)=O)C(=O)OCC (Diethyl 4,6-dioxo-4H,6H-pyrano[3,2-g]quinazoline-2,8-dicarboxylate). The yield is 73.0%. RXN SMILES: [C:1]([O:8][CH2:9][CH3:10])(=[O:7])[C:2]([O:4][CH2:5][CH3:6])=O.[C:11]([C:14]1[CH:15]=[C:16]2[C:21](=CC=1O)[N:20]=[C:19]([C:25]([O:27][CH2:28][CH3:29])=[O:26])[NH:18][C:17]2=[O:30])(=[O:13])[CH3:12].[O-]CC.[Na+].C(Cl)(Cl)Cl>C(O)C.Cl.O>[O:30]=[C:17]1[C:16]2[C:21](=[CH:6][C:5]3[O:4][C:2]([C:1]([O:8][CH2:9][CH3:10])=[O:7])=[CH:12][C:11](=[O:13])[C:14]=3[CH:15]=2)[N:20]=[C:19]([C:25]([O:27][CH2:28][CH3:29])=[O:26])[NH:18]1 |f:2.3|. Procedure: A mixture of diethyl oxalate (4.4 ml) and the product of step (a) (1.1 g; 3.98 mmole) in ethanol (50 ml) was added slowly to freshly prepared sodium ethoxide (0.68 g; 9.99 mmole) in ethanol (80 ml) to give instantly a yellow suspension. After the addition, the mixture was heated to reflux on the steambath for half an hour to give a brown suspension. The mixture was cooled and neutralised with dilute hydrochloric acid to give a bright orange precipitate. This was extraced into chloroform, dried a...